Dataset: the Open Reaction Database (ORD), a public repository of structured organic reaction records. Task: describe an organic reaction: reactants, conditions, products, and yield Reactants: ClCC1=CC(=CC=C1)F (1-chloromethyl-3-fluoro-benzene), C(C)(C)(C)OC(NCCC1=CC(=C(C=C1)O)OC)=O ([2-(4-hydroxy-3-methoxy-phenyl)-ethyl]-carbamic acid tert-butyl ester), C(=O)([O-])[O-].[K+].[K+] (K2CO3), [I-].[K+] (potassium iodide). Run in CN(C=O)C (dimethylformamide), CN(C=O)C (dimethylformamide). Reaction conditions: time 8 hour. The product is C(C)(C)(C)OC(NCCC1=CC(=C(C=C1)OCC1=CC(=CC=C1)F)OC)=O ([2-[4-(3-Fluoro-benzyloxy)-3-methoxy-phenyl]-ethyl]-carbamic acid tert-butyl ester). Isolated yield 74.2%. As a reaction SMILES: Cl[CH2:2][C:3]1[CH:8]=[CH:7][CH:6]=[C:5]([F:9])[CH:4]=1.[C:10]([O:14][C:15](=[O:28])[NH:16][CH2:17][CH2:18][C:19]1[CH:24]=[CH:23][C:22]([OH:25])=[C:21]([O:26][CH3:27])[CH:20]=1)([CH3:13])([CH3:12])[CH3:11].C([O-])([O-])=O.[K+].[K+].[I-].[K+]>CN(C)C=O>[C:10]([O:14][C:15](=[O:28])[NH:16][CH2:17][CH2:18][C:19]1[CH:24]=[CH:23][C:22]([O:25][CH2:2][C:3]2[CH:8]=[CH:7][CH:6]=[C:5]([F:9])[CH:4]=2)=[C:21]([O:26][CH3:27])[CH:20]=1)([CH3:12])([CH3:13])[CH3:11] |f:2.3.4,5.6|. Procedure: 34.6 g (0.23 mol) of 1-chloromethyl-3-fluoro-benzene in 50 ml of dry dimethylformamide were added to a suspension of 55.9 g (0.209 mol) of [2-(4-hydroxy-3-methoxy-phenyl)-ethyl]-carbamic acid tert-butyl ester, 43 g of K2CO3 and 3.4 g of potassium iodide in 400 ml of dry dimethylformamide. The reaction was stirred at room temperature overnight. Solvent was removed, water was added to the residue and the product was extracted with ethyl acetate. The crude oil obtained was triturated with diethyl e...